This data is from the Open Reaction Database (ORD), a public repository of structured organic reaction records. The task is: describe an organic reaction: reactants, conditions, products, and yield Reactants: NC[C@@H](C(=O)O)NC(=O)OC(C)(C)C ((S)-3-amino-2-tert-butoxycarbonylamino propionic acid), NC[C@@H](C(=O)O)NC(=O)OC(C)(C)C ((S)-3-amino-2-tert-butoxycarbonylamino propionic acid), C(C)(C)(C)OC(CCCCCCCCCCCCCCC(NC[C@@H](C(=O)ON1C(CCC1=O)=O)NC(=O)OC(C)(C)C)=O)=O (15-[(S)-2-tert-Butoxycarbonylamino-2-(2,5-dioxo-pyrrolidin-1-yloxycarbonyl)ethylcarbamoyl]pentadecanoic acid tert-butyl ester), C(C)(C)(C)OC(CCCCCCCCCCCCCCC(NCCCC[C@@H](C(=O)ON1C(CCC1=O)=O)NC(=O)OC(C)(C)C)=O)=O (15-[(S)-5-tert-butoxycarbonylamino-5-(2,5-dioxopyrrolidin-1-yloxycarbonyl)pentylcarbamoyl]pentadecanoic acid tert-butyl ester). Solvent: CN(C)C=O (DMF). The product is crude product, C(C)(C)(C)OC(CCCCCCCCCCCCCCC(NC[C@@H](C(NC[C@@H](C(=O)O)NC(=O)OC(C)(C)C)=O)NC(=O)OC(C)(C)C)=O)=O (15-[(S)-2-tert-butoxycarbonylamino-2-((S)-2-tert-butoxycarbonylamino-2-carboxyethylcarbamoyl)ethylcarbamoyl]pentadecanoic acid tert-butyl ester). Reaction SMILES: [C:1]([O:5][C:6](=[O:44])[CH2:7][CH2:8][CH2:9][CH2:10][CH2:11][CH2:12][CH2:13][CH2:14][CH2:15][CH2:16][CH2:17][CH2:18][CH2:19][CH2:20][C:21](=[O:43])[NH:22][CH2:23][C@H:24]([NH:35][C:36]([O:38][C:39]([CH3:42])([CH3:41])[CH3:40])=[O:37])[C:25]([O:27]N1C(=O)CCC1=O)=O)([CH3:4])([CH3:3])[CH3:2].C(OC(=O)CCCCCCCCCCCCCCC(=O)NCCCC[C@H](NC(OC(C)(C)C)=O)C(ON1C(=O)CCC1=O)=O)(C)(C)C.[NH2:92][CH2:93][C@H:94]([NH:98][C:99]([O:101][C:102]([CH3:105])([CH3:104])[CH3:103])=[O:100])[C:95]([OH:97])=[O:96]>CN(C=O)C>[C:1]([O:5][C:6](=[O:44])[CH2:7][CH2:8][CH2:9][CH2:10][CH2:11][CH2:12][CH2:13][CH2:14][CH2:15][CH2:16][CH2:17][CH2:18][CH2:19][CH2:20][C:21](=[O:43])[NH:22][CH2:23][C@H:24]([NH:35][C:36]([O:38][C:39]([CH3:40])([CH3:41])[CH3:42])=[O:37])[C:25](=[O:27])[NH:92][CH2:93][C@H:94]([NH:98][C:99]([O:101][C:102]([CH3:105])([CH3:104])[CH3:103])=[O:100])[C:95]([OH:97])=[O:96])([CH3:2])([CH3:3])[CH3:4]. Procedure details: 15-[(S)-2-tert-Butoxycarbonylamino-2-(2,5-dioxo-pyrrolidin-1-yloxycarbonyl)ethylcarbamoyl]pentadecanoic acid tert-butyl ester can be prepared in similar fashion as that described for 15-[(S)-5-tert-butoxycarbonylamino-5-(2,5-dioxopyrrolidin-1-yloxycarbonyl)pentylcarbamoyl]pentadecanoic acid tert-butyl ester using (S)-3-amino-2-tert-butoxycarbonylamino propionic acid, and it can be reacted with (S)-3-amino-2-tert-butoxycarbonylamino propionic acid in DMF at RT for 16 h. After concentrating under ... Reactants: CCOC(C)=O, CN(C)C=O, CCN(C(C)C)C(C)C, O=C(O)C1(c2ccc(Cl)cc2Cl)CC1, OC1CCNC1. The product is O=C(N1CCC(O)C1)C1(c2ccc(Cl)cc2Cl)CC1. Reaction SMILES: [CH3:35][CH2:36][O:37][C:38]([CH3:39])=[O:40].[CH3:7][N:8]([CH3:9])[CH:10]=[O:11].[CH:26]([N:27]([CH2:28][CH3:29])[CH:30]([CH3:31])[CH3:32])([CH3:33])[CH3:34].[Cl:12][c:13]1[c:14]([C:20]2([C:23](=[O:24])[OH:25])[CH2:21][CH2:22]2)[cH:15][cH:16][c:17]([Cl:19])[cH:18]1.[NH:1]1[CH2:2][CH:3]([OH:6])[CH2:4][CH2:5]1>>[N:1]1([C:23]([C:20]2([c:14]3[c:13]([Cl:12])[cH:18][c:17]([Cl:19])[cH:16][cH:15]3)[CH2:21][CH2:22]2)=[O:24])[CH2:2][CH:3]([OH:6])[CH2:4][CH2:5]1.